From a dataset of the Open Reaction Database (ORD), a public repository of structured organic reaction records. describe an organic reaction: reactants, conditions, products, and yield The reactants are ClC1=NC=CC=C1C(=O)C=1SC=CC1 (2-chloro-3-(2-thienylcarbonyl)pyridine), CO (methanol), C[O-].[Na+] (sodium methoxide), CO (methanol). Run in O (water). Run at time 30 minute. Yields the product COC1=NC=CC=C1C(=O)C=1SC=CC1 (2-Methoxy-3-(2-thienylcarbonyl)pyridine). RXN SMILES: Cl[C:2]1[C:7]([C:8]([C:10]2[S:11][CH:12]=[CH:13][CH:14]=2)=[O:9])=[CH:6][CH:5]=[CH:4][N:3]=1.[CH3:15][OH:16].C[O-].[Na+]>O>[CH3:15][O:16][C:2]1[C:7]([C:8]([C:10]2[S:11][CH:12]=[CH:13][CH:14]=2)=[O:9])=[CH:6][CH:5]=[CH:4][N:3]=1 |f:2.3|. Procedure: A mixture of 1.64 g of 2-chloro-3-(2-thienylcarbonyl)pyridine, 4.5 ml of a methanol solution of 28% sodium methoxide and 2.0 ml of methanol was heated under stirring for 30 minutes. After cooling as it was, water was added to the reaction solution and the mixture was extracted with ethyl acetate. The organic phase was washed with brine and the solvent was removed, to give 1.46 g of the target compound. Starting materials: COc1ccc(Br)cc1, CC(C)(C)P(C(C)(C)C)C(C)(C)C, COc1ccc(Nc2ccc(OC)cc2)cc1, Cc1ccccc1. Product: COc1ccc(N(c2ccc(OC)cc2)c2ccc(OC)cc2)cc1. As a reaction SMILES: [Br:1][c:2]1[cH:3][cH:4][c:5]([O:8][CH3:9])[cH:6][cH:7]1.[C:27]([P:28]([C:29]([CH3:30])([CH3:31])[CH3:32])[C:33]([CH3:34])([CH3:35])[CH3:36])([CH3:37])([CH3:38])[CH3:39].[CH3:10][O:11][c:12]1[cH:13][cH:14][c:15]([NH:18][c:19]2[cH:20][cH:21][c:22]([O:25][CH3:26])[cH:23][cH:24]2)[cH:16][cH:17]1.[CH3:40][c:41]1[cH:42][cH:43][cH:44][cH:45][cH:46]1>>[c:2]1([N:18]([c:15]2[cH:14][cH:13][c:12]([O:11][CH3:10])[cH:17][cH:16]2)[c:19]2[cH:20][cH:21][c:22]([O:25][CH3:26])[cH:23][cH:24]2)[cH:3][cH:4][c:5]([O:8][CH3:9])[cH:6][cH:7]1. The product is CC(C)(C)OOC(=O)c1ccccc1. Reactants: CC(C)(C)OO, O=C(Cl)c1ccccc1, Cl, [Na+], [OH-], O. Reaction SMILES: [C:1]([CH3:2])([CH3:3])([CH3:4])[O:5][OH:6].[C:9]([c:10]1[cH:11][cH:12][cH:13][cH:14][cH:15]1)(=[O:16])[Cl:17].[ClH:18].[Na+:8].[OH-:7].[OH2:19]>>[C:1]([CH3:2])([CH3:3])([CH3:4])[O:5][O:6][C:9]([c:10]1[cH:11][cH:12][cH:13][cH:14][cH:15]1)=[O:16].